From a dataset of the Open Reaction Database (ORD), a public repository of structured organic reaction records. describe an organic reaction: reactants, conditions, products, and yield Reactants: C(C)OP(=O)(OCC)CC(=O)OCC1=CC=CC=C1 (benzyl diethylphosphonoacetate), C(=O)=O.C(C)#N (dry ice acetonitrile), solution, CC=1C(=C([SiH]([SiH-](C1)(C)C)C)C)C.[Na+] (sodium hexamethyldisilamide), C(C)C1C(CC(C(C(OC(C2CCCCN2C(C(C2(C(CC(C(C(CC(CC(=C1)C)C)OC)O2)OC)C)O)=O)=O)=O)C(=CC2CC(C(CC2)=O)OC)C)C)O[Si](C)(C)C(C)(C)C)=O (17-Ethyl-1-hydroxy-12-[2'-(4"-oxo-3"-methoxycyclohexyl)-1'-methylvinyl]-14-t-butyldimethylsilyloxy-23,25-dimethoxy-13,19, 21,27-tetramethyl-11,28-dioxa-4-azatricyclo[22.3.1.04,9 ]octacos 18-ene-2,3,10,16-tetraone). Run in C1CCOC1 (THF), C1CCOC1 (THF), O1CCCC1 (tetrahydrofuran). Conditions: temperature 0 celsius, time 15 minute. The product is C(C)C1C(CC(C(C(OC(C2CCCCN2C(C(C2(C(CC(C(C(CC(CC(=C1)C)C)OC)O2)OC)C)O)=O)=O)=O)C(=CC2CC(C(CC2)=CC(=O)OCC2=CC=CC=C2)OC)C)C)O[Si](C)(C)C(C)(C)C)=O (17-Ethyl-1-hydroxy-12-[2'-(4"-[benzyloxycarbonylmethylidenyl]-3"-methoxycyclohexyl)-1'-methylvinyl]-14-tert-butyldimethylsilyloxy-23,25-dimethoxy-13,19,21,27-tetramethyl-11,28-dioxa-4-azatricyclo[22.3.1.04,9 ]octacos-18-ene-2,3,10,16-tetraone). Yield: 63.3%. As a reaction SMILES: CC1C(C)=C(C)[SiH](C)[SiH-](C)(C)C=1.[Na+].C(OP([CH2:22][C:23]([O:25][CH2:26][C:27]1[CH:32]=[CH:31][CH:30]=[CH:29][CH:28]=1)=[O:24])(OCC)=O)C.C(=O)=O.C(#N)C.[CH2:39]([CH:41]1[CH:67]=[C:66]([CH3:68])[CH2:65][CH:64]([CH3:69])[CH2:63][CH:62]([O:70][CH3:71])[CH:61]2[O:72][C:57]([OH:76])([CH:58]([CH3:75])[CH2:59][CH:60]2[O:73][CH3:74])[C:56](=[O:77])[C:55](=[O:78])[N:54]2[CH:49]([CH2:50][CH2:51][CH2:52][CH2:53]2)[C:48](=[O:79])[O:47][CH:46]([C:80]([CH3:91])=[CH:81][CH:82]2[CH2:87][CH2:86][C:85](=O)[CH:84]([O:89][CH3:90])[CH2:83]2)[CH:45]([CH3:92])[CH:44]([O:93][Si:94]([C:97]([CH3:100])([CH3:99])[CH3:98])([CH3:96])[CH3:95])[CH2:43][C:42]1=[O:101])[CH3:40]>C1COCC1>[CH2:39]([CH:41]1[CH:67]=[C:66]([CH3:68])[CH2:65][CH:64]([CH3:69])[CH2:63][CH:62]([O:70][CH3:71])[CH:61]2[O:72][C:57]([OH:76])([CH:58]([CH3:75])[CH2:59][CH:60]2[O:73][CH3:74])[C:56](=[O:77])[C:55](=[O:78])[N:54]2[CH:49]([CH2:50][CH2:51][CH2:52][CH2:53]2)[C:48](=[O:79])[O:47][CH:46]([C:80]([CH3:91])=[CH:81][CH:82]2[CH2:87][CH2:86][C:85](=[CH:22][C:23]([O:25][CH2:26][C:27]3[CH:28]=[CH:29][CH:30]=[CH:31][CH:32]=3)=[O:24])[CH:84]([O:89][CH3:90])[CH2:83]2)[CH:45]([CH3:92])[CH:44]([O:93][Si:94]([C:97]([CH3:98])([CH3:99])[CH3:100])([CH3:96])[CH3:95])[CH2:43][C:42]1=[O:101])[CH3:40] |f:0.1,3.4|. Procedure details: A solution of 20 mL of a 1.0 M solution of sodium hexamethyldisilamide in THF was cooled to 0° C. in an ice bath under nitrogen. Then a solution of 5.85 g (20 mmole) of benzyl diethylphosphonoacetate in 10 mL of dry THF was added and the solution was stirred at 0° C. under nitrogen. After 15 min., the solution was cooled to -40° C. (dry ice-acetonitrile bath) under nitrogen, and 4.5 g (5 mmole) of 17-ethyl-1-hydroxy-12-[2'-(4"-oxo-3"-methoxycyclohexyl)-1'-methylvinyl]-14-t-butyl-dimethylsilyloxy... The reactants are ClC1=NC=NC2=CC(=C(C=C12)OC)OCCCN1CCOCC1 (4-chloro-6-methoxy-7-(3-morpholinopropoxy)quinazoline), COC(=O)C=1C=C2CC(NC2=CC1)=O (5-methoxycarbonyloxindole), [H-].[Na+] (sodium hydride). Solvent: CN(C)C=O (DMF), CN(C)C=O (DMF). Run at time 20 minute. The product is Cl.COC(=O)C=1C=C2C(C(NC2=CC1)=O)C1=NC=NC2=CC(=C(C=C12)OC)OCCCN1CCOCC1 (4-(5-methoxycarbonyloxindol-3-yl)-6-methoxy-7-(3-morpholinopropoxy)quinazoline hydrochloride). Isolated yield 34.7%. As a reaction SMILES: [CH3:1][O:2][C:3]([C:5]1[CH:6]=[C:7]2[C:11](=[CH:12][CH:13]=1)[NH:10][C:9](=[O:14])[CH2:8]2)=[O:4].[H-].[Na+].[Cl:17][C:18]1[C:27]2[C:22](=[CH:23][C:24]([O:30][CH2:31][CH2:32][CH2:33][N:34]3[CH2:39][CH2:38][O:37][CH2:36][CH2:35]3)=[C:25]([O:28][CH3:29])[CH:26]=2)[N:21]=[CH:20][N:19]=1>CN(C=O)C>[ClH:17].[CH3:1][O:2][C:3]([C:5]1[CH:6]=[C:7]2[C:11](=[CH:12][CH:13]=1)[NH:10][C:9](=[O:14])[CH:8]2[C:18]1[C:27]2[C:22](=[CH:23][C:24]([O:30][CH2:31][CH2:32][CH2:33][N:34]3[CH2:35][CH2:36][O:37][CH2:38][CH2:39]3)=[C:25]([O:28][CH3:29])[CH:26]=2)[N:21]=[CH:20][N:19]=1)=[O:4] |f:1.2,5.6|. Procedure details: A solution of 5-methoxycarbonyloxindole (169 mg, 0.88 mmol), (Eur. J. Med. Chem. 1983, 18, 107-111), in DMF (2 ml) was added dropwise under nitrogen to sodium hydride (35 mg, 0.88 mmol, prewashed with hexane) in DMF (1.5 ml). The mixture was stirred for 20 minutes at ambient temperature and 4-chloro-6-methoxy-7-(3-morpholinopropoxy)quinazoline (100 mg, 0.3 mmol), (prepared as described for the starting material in Example 5), was added as a solid. The mixture was heated at 60° C. for 45 minutes,... Starting materials: N1(C=NC=C1)CCCCN (1H-imidazole-1-butanamine), C([O-])(O)=O.[Na+] (sodium bicarbonate), BrC1=CC=C(C=C1)S(=O)(=O)Cl (4-bromobenzenesulfonyl chloride). The solvent is ClCCl (dichloromethane). Reaction conditions: time 22 hour. Yields the product BrC1=CC=C(C=C1)S(=O)(=O)NCCCCN1C=NC=C1 (4-Bromo-N-[4-(1H-imidazol-1-yl)butyl]benzenesulfonamide). Yield: 30.5%. RXN SMILES: [N:1]1([CH2:6][CH2:7][CH2:8][CH2:9][NH2:10])[CH:5]=[CH:4][N:3]=[CH:2]1.C(=O)(O)[O-].[Na+].[Br:16][C:17]1[CH:22]=[CH:21][C:20]([S:23](Cl)(=[O:25])=[O:24])=[CH:19][CH:18]=1>ClCCl>[Br:16][C:17]1[CH:22]=[CH:21][C:20]([S:23]([NH:10][CH2:9][CH2:8][CH2:7][CH2:6][N:1]2[CH:5]=[CH:4][N:3]=[CH:2]2)(=[O:25])=[O:24])=[CH:19][CH:18]=1 |f:1.2|. Procedure: To a stirred solution of 1.39 g of 1H-imidazole-1-butanamine in 50 ml of dichloromethane at room temperature, covered with an excess of saturated sodium bicarbonate solution was added 2.55 g of 4-bromobenzenesulfonyl chloride. Stirring was continued for 22 hours, then the layers were separated and the organic layer was dried over magnesium sulfate and evaporated in vacuo. The residue was recrystallized from ethanol. The recrystallized material was dissolved in dichloromethane containing 5% ethan...